This data is from the Open Reaction Database (ORD), a public repository of structured organic reaction records. The task is: describe an organic reaction: reactants, conditions, products, and yield Conditions: temperature 55 celsius, time 20 hour. The yield is 94.9%. Yields the product C(=O)(O)C1=CC=C(C=C1)C(C(=O)O)CC (4-carboxyphenylbutyric acid). The reactants are Cl[O-].[Na+] (sodium hypochlorite), [OH-].[Na+] (sodium hydroxide), C(C)(=O)C1=CC=C(C=C1)C(C(=O)O)CC (4-acetylphenylbutyric acid). Procedure: Part D--To a solution of sodium hypochlorite (330 mL, 17.32 g, 0.234 mol) in a solution of sodium hydroxide (50%, 172 mL), warmed to 55° C., was added, portionwise as a solid, 4-acetylphenylbutyric acid (16.0 g, 0.078 mol) while keeping the temperature between 60-70° C. All was stirred at 55° C. over 20 hours. The cooled solution was quenched by the dropwise addition of a solution of sodium bisulfite (25%, 330 mL). The mixture was then transferred to a beaker and acidified by the careful additio... Reaction SMILES: Cl[O-:2].[Na+].[OH-].[Na+].[C:6]([C:9]1[CH:14]=[CH:13][C:12]([CH:15]([CH2:19][CH3:20])[C:16]([OH:18])=[O:17])=[CH:11][CH:10]=1)(=[O:8])C>>[C:6]([C:9]1[CH:14]=[CH:13][C:12]([CH:15]([CH2:19][CH3:20])[C:16]([OH:18])=[O:17])=[CH:11][CH:10]=1)([OH:8])=[O:2] |f:0.1,2.3|. Reactants: BrC1=CC=C2NC=C(CCN)C2=C1 (5-bromo-tryptamine), C(C)C1C(=O)OCCC1 (2-ethyl-pentanolide). Solvent: C=1(C(=CC=CC1)C)C (xylene). Yields the product C(C)C(C(=O)NCCC1=CNC2=CC=C(C=C12)Br)CCCO (N-(α-ethyl-δ-hydroxy-valeroyl)-5-bromo-tryptamine). Isolated yield 80.0%. RXN SMILES: [Br:1][C:2]1[CH:13]=[C:12]2[C:5]([NH:6][CH:7]=[C:8]2[CH2:9][CH2:10][NH2:11])=[CH:4][CH:3]=1.[CH2:14]([CH:16]1[CH2:22][CH2:21][CH2:20][O:19][C:17]1=[O:18])[CH3:15]>C1(C)C(C)=CC=CC=1>[CH2:14]([CH:16]([CH2:22][CH2:21][CH2:20][OH:19])[C:17]([NH:11][CH2:10][CH2:9][C:8]1[C:12]2[C:5](=[CH:4][CH:3]=[C:2]([Br:1])[CH:13]=2)[NH:6][CH:7]=1)=[O:18])[CH3:15]. Procedure details: 0.48 g. (2.0 mmoles) of 5-bromo-tryptamine and 0.30 g. (2.3 mmoles) of 2-ethyl-pentanolide are dissolved in 5 ml. of abs. xylene, and the solution is refluxed for 4 hours. The reaction mixture is evaporated in vacuo, the residue is triturated twice with 3 ml. each of petroleum ether, thereafter it is dried in a desiccator. 0.59 g. (80%) of N-(α-ethyl-δ-hydroxy-valeroyl)-5-bromo-tryptamine are obtained. Reactants: C(C)(=O)C1=CC=C(C=C1)NC(OCC(C)C)=O (2-Methylpropyl N-(4-Acetylphenyl)carbamate), NC(=S)N (thiourea), II (iodine). The solvent is C(C)(C)O (isopropanol), CCOC(=O)C (EtOAc). Yields the product NC=1SC=C(N1)C1=CC=C(C=C1)NC(OCC(C)C)=O (2-methylpropyl N-{4-(2-amino-4-thiazolyl)-phenyl}carbamate). Yield: 51.0%. Reaction SMILES: [C:1]([C:4]1[CH:9]=[CH:8][C:7]([NH:10][C:11](=[O:17])[O:12][CH2:13][CH:14]([CH3:16])[CH3:15])=[CH:6][CH:5]=1)(=O)[CH3:2].[NH2:18][C:19]([NH2:21])=[S:20].II>C(O)(C)C.CCOC(C)=O>[NH2:21][C:19]1[S:20][CH:2]=[C:1]([C:4]2[CH:9]=[CH:8][C:7]([NH:10][C:11](=[O:17])[O:12][CH2:13][CH:14]([CH3:16])[CH3:15])=[CH:6][CH:5]=2)[N:18]=1. Reported procedure: To a solution of the product of the preceding section (a) (19 g, 80.75 mmol) in isopropanol (120 mL) was added thiourea (24.6 g, 323 mmol) and iodine (20.5 g, 161.5 mmol). The resulting mixture was heated at reflux for 7 h, then diluted with EtOAc, washed serially with H2O and saturated aqueous NaHCO3. The resulting solution was then treated with 4N aqueous HCl and Et2O and stirred vigorously. The precipitate was filtered and washed with Et2O. The collected solid was then treated with saturated ... Reactants: CC(C)=O, [Na+], C=C(C)C(C(=O)OC1c2ccccc2-c2ccccc21)N1C(=O)C(NC(=O)COc2ccccc2)C1SSc1nc2ccccc2s1, N#CS(=O)(=O)c1ccccc1, O=S([O-])c1ccccc1. The product is C=C(C)C(C(=O)OC1c2ccccc2-c2ccccc21)N1C(=O)C(NC(=O)COc2ccccc2)C1SS(=O)(=O)c1ccccc1. Reaction SMILES: [CH3:69][C:70](=[O:71])[CH3:72].[Na+:68].[O:1]([c:2]1[cH:3][cH:4][cH:5][cH:6][cH:7]1)[CH2:8][C:9](=[O:10])[NH:11][CH:12]1[C:13](=[O:47])[N:14]([CH:27]([C:28](=[O:29])[O:30][CH:31]2[c:32]3[cH:33][cH:34][cH:35][cH:36][c:37]3-[c:38]3[cH:39][cH:40][cH:41][cH:42][c:43]32)[C:44](=[CH2:45])[CH3:46])[CH:15]1[S:16][S:17][c:18]1[s:19][c:20]2[cH:21][cH:22][cH:23][cH:24][c:25]2[n:26]1.[c:48]1([S:54](=[O:55])(=[O:56])[C:57]#[N:58])[cH:49][cH:50][cH:51][cH:52][cH:53]1.[c:59]1([S:60]([O-:61])=[O:62])[cH:63][cH:64][cH:65][cH:66][cH:67]1>>[O:1]([c:2]1[cH:3][cH:4][cH:5][cH:6][cH:7]1)[CH2:8][C:9](=[O:10])[NH:11][CH:12]1[C:13](=[O:47])[N:14]([CH:27]([C:28](=[O:29])[O:30][CH:31]2[c:32]3[cH:33][cH:34][cH:35][cH:36][c:37]3-[c:38]3[cH:39][cH:40][cH:41][cH:42][c:43]32)[C:44](=[CH2:45])[CH3:46])[CH:15]1[S:16][S:54]([c:48]1[cH:49][cH:50][cH:51][cH:52][cH:53]1)(=[O:55])=[O:56]. Starting materials: NC1=NC=CC(=C1)NC(=O)C1=CC=2C(=NC=C(C2)C(F)(F)F)N1CC1=CC(=CC=C1)F (N-[2-aminopyrid-4-yl]-5-trifluoromethyl-1-[(3-fluorophenyl)methyl]-1H-pyrrolo[2,3-b]pyridine-2-carboxamide), BrCC(C(=O)OCC)=O (ethyl 3-bromo-2-oxopropionate). Run in C(C)#N (acetonitrile). The product is C(C)OC(=O)C=1N=C2N(C=CC(=C2)NC(=O)C2=CC=3C(=NC=C(C3)C(F)(F)F)N2CC2=CC(=CC=C2)F)C1 (N-[2-(Ethyloxycarbonyl)imidazo[1,2-a]pyrid-7-yl]-5-trifluoromethyl-1-[(3-fluoro-phenyl)methyl]-1H-pyrrolo[2,3-b]pyridine-2-carboxamide). Yield: 53.8%. Reaction SMILES: [NH2:1][C:2]1[CH:7]=[C:6]([NH:8][C:9]([C:11]2[N:23]([CH2:24][C:25]3[CH:30]=[CH:29][CH:28]=[C:27]([F:31])[CH:26]=3)[C:14]3=[N:15][CH:16]=[C:17]([C:19]([F:22])([F:21])[F:20])[CH:18]=[C:13]3[CH:12]=2)=[O:10])[CH:5]=[CH:4][N:3]=1.Br[CH2:33][C:34](=O)[C:35]([O:37][CH2:38][CH3:39])=[O:36]>C(#N)C>[CH2:38]([O:37][C:35]([C:34]1[N:1]=[C:2]2[CH:7]=[C:6]([NH:8][C:9]([C:11]3[N:23]([CH2:24][C:25]4[CH:30]=[CH:29][CH:28]=[C:27]([F:31])[CH:26]=4)[C:14]4=[N:15][CH:16]=[C:17]([C:19]([F:22])([F:20])[F:21])[CH:18]=[C:13]4[CH:12]=3)=[O:10])[CH:5]=[CH:4][N:3]2[CH:33]=1)=[O:36])[CH3:39]. Reported procedure: The compound is prepared according to a process similar to that described in step 15.3, by reacting 0.197 g (0.46 mmol) of N-[2-aminopyrid-4-yl]-5-trifluoromethyl-1-[(3-fluorophenyl)methyl]-1H-pyrrolo[2,3-b]pyridine-2-carboxamide, prepared according to the protocol described in step 15.2, with 0.179 g (0.92 mmol) of ethyl 3-bromo-2-oxopropionate in 5 mL of acetonitrile. 130 mg of the expected product are obtained. The yield is 23.8%. The product is C(C)(C)(C)OC(=O)N[C@H](C(=O)N[C@@H](CC=1C=CC(=C(C(=O)O)C1)OCC(=O)O)C(=O)NNC(=O)C=1C(=C(C=CC1)C1=CC=CC=C1)O)CC1=CC=CC=C1 (5-((2S)-2-({(2S)-2-[(tert-Butoxycarbonyl)amino]-3-phenylpropanoyl}amino)-3-{2-[(2-hydroxy[1,1′-biphenyl]-3-yl)carbonyl]hydrazino}-3-oxopropyl)-2-(carboxymethoxy)benzoic Acid). Reported procedure: Synthesis was performed from (2S)-2-({(2S)-2-[(tert-butoxycarbonyl)amino]-3-phenylpropanoyl}amino)-3-[3-(methoxycarbonyl)-4-(2-methoxy-2-oxoethoxy)phenyl]propanoic acid (93 mg, 0.17 mmol) and 3-phenylsalicylic acid hydrazide (45 mg, 0.20 mmol) according to Method C with HPLC purification to give the title compound (30 mg). 1H-NMR (400 MHz, CD3OD) d 4.80 (s, 2H), 4.27 (dd, J=4.9 Hz, J=9.8 Hz, 1H), 3.04 (m, 1H), 2.94 (m, 1H), 2.72 (dd, J=9.3 Hz, J=13.7 Hz, 1H), 1.34 (s, 9H); IR (KBr) 3280, 1694, 1... RXN SMILES: [C:1]([O:5][C:6]([NH:8][C@@H:9]([CH2:34][C:35]1[CH:40]=[CH:39][CH:38]=[CH:37][CH:36]=1)[C:10]([NH:12][C@@H:13]([CH2:17][C:18]1[CH:23]=[CH:22][C:21]([O:24][CH2:25][C:26]([O:28]C)=[O:27])=[C:20]([C:30]([O:32]C)=[O:31])[CH:19]=1)[C:14](O)=[O:15])=[O:11])=[O:7])([CH3:4])([CH3:3])[CH3:2].[C:41]1([C:47]2[CH:56]=[CH:55][CH:54]=[C:49]([C:50]([NH:52][NH2:53])=[O:51])[C:48]=2[OH:57])[CH:46]=[CH:45][CH:44]=[CH:43][CH:42]=1>>[C:1]([O:5][C:6]([NH:8][C@@H:9]([CH2:34][C:35]1[CH:40]=[CH:39][CH:38]=[CH:37][CH:36]=1)[C:10]([NH:12][C@H:13]([C:14]([NH:53][NH:52][C:50]([C:49]1[C:48]([OH:57])=[C:47]([C:41]2[CH:42]=[CH:43][CH:44]=[CH:45][CH:46]=2)[CH:56]=[CH:55][CH:54]=1)=[O:51])=[O:15])[CH2:17][C:18]1[CH:23]=[CH:22][C:21]([O:24][CH2:25][C:26]([OH:28])=[O:27])=[C:20]([CH:19]=1)[C:30]([OH:32])=[O:31])=[O:11])=[O:7])([CH3:4])([CH3:2])[CH3:3]. The reactants are C(C)(C)(C)OC(=O)N[C@H](C(=O)N[C@H](C(=O)O)CC1=CC(=C(C=C1)OCC(=O)OC)C(=O)OC)CC1=CC=CC=C1 ((2S)-2-({(2S)-2-[(tert-butoxycarbonyl)amino]-3-phenylpropanoyl}amino)-3-[3-(methoxycarbonyl)-4-(2-methoxy-2-oxoethoxy)phenyl]propanoic acid), C1(=CC=CC=C1)C1=C(C(C(=O)NN)=CC=C1)O (3-phenylsalicylic acid hydrazide). The reactants are N(CCO)CCO (diethanolamine), BrCC1=CC=C(C=C1)C#N (α-bromo-p-tolunitrile). Yields the product OCCN(CCO)CC1=CC=C(C#N)C=C1 (4-{[Bis-(2-hydroxyethyl)-amino]-methyl}benzonitrile). As a reaction SMILES: [NH:1]([CH2:5][CH2:6][OH:7])[CH2:2][CH2:3][OH:4].Br[CH2:9][C:10]1[CH:15]=[CH:14][C:13]([C:16]#[N:17])=[CH:12][CH:11]=1>>[OH:4][CH2:3][CH2:2][N:1]([CH2:9][C:10]1[CH:15]=[CH:14][C:13]([C:16]#[N:17])=[CH:12][CH:11]=1)[CH2:5][CH2:6][OH:7]. Procedure: 4-{[Bis-(2-hydroxyethyl)-amino]-methyl}benzonitrile was prepared according to the general method as outlined in Example 1 (Step 4) starting from diethanolamine (10.2 g, 97 mmol) and α-bromo-p-tolunitrile (15.8 g, 81 mmol). Yield, (68%); white solid; mp 163° C. MS: 221.2 (M+H)+